This data is from the Open Reaction Database (ORD), a public repository of structured organic reaction records. The task is: describe an organic reaction: reactants, conditions, products, and yield Reactants: OCCBr, CC(C)Oc1ccc(C=O)cc1OCCO. Yields the product CC(C)Oc1ccc(C=O)cc1O. As a reaction SMILES: [Br:1][CH2:2][CH2:3][OH:4].[OH:5][CH2:6][CH2:7][O:8][c:9]1[cH:10][c:11]([CH:12]=[O:13])[cH:14][cH:15][c:16]1[O:17][CH:18]([CH3:19])[CH3:20]>>[OH:8][c:9]1[cH:10][c:11]([CH:12]=[O:13])[cH:14][cH:15][c:16]1[O:17][CH:18]([CH3:19])[CH3:20].